This data is from the Open Reaction Database (ORD), a public repository of structured organic reaction records. The task is: describe an organic reaction: reactants, conditions, products, and yield Starting materials: N1C=C(C2=CC=CC=C12)C(C(=O)N1CCC(CC1)(O)C1=CC=CC=C1)=O (1-(indol-3-ylglyoxyloyl)-4-phenyl-4-piperidinol), [H-].[Al+3].[Li+].[H-].[H-].[H-] (lithium aluminum hydride). Run in O1CCCC1 (tetrahydrofuran), O1CCCC1 (tetrahydrofuran). Yields the product OC1(CCN(CC1)CCC1=CNC2=CC=CC=C12)C1=CC=CC=C1 (3-[2-(4-hydroxy-4-phenylpiperidinyl)ethyl]indole). Reaction SMILES: [NH:1]1[C:9]2[C:4](=[CH:5][CH:6]=[CH:7][CH:8]=2)[C:3]([C:10](=O)[C:11]([N:13]2[CH2:18][CH2:17][C:16]([C:20]3[CH:25]=[CH:24][CH:23]=[CH:22][CH:21]=3)([OH:19])[CH2:15][CH2:14]2)=O)=[CH:2]1.[H-].[Al+3].[Li+].[H-].[H-].[H-]>O1CCCC1>[OH:19][C:16]1([C:20]2[CH:25]=[CH:24][CH:23]=[CH:22][CH:21]=2)[CH2:15][CH2:14][N:13]([CH2:11][CH2:10][C:3]2[C:4]3[C:9](=[CH:8][CH:7]=[CH:6][CH:5]=3)[NH:1][CH:2]=2)[CH2:18][CH2:17]1 |f:1.2.3.4.5.6|. Procedure: A solution of 17.0 g. (0.049 mole) of 1-(indol-3-ylglyoxyloyl)-4-phenyl-4-piperidinol in 100 ml. of tetrahydrofuran was reduced in the usual way with 7.4 g. (0.195 mole) of lithium aluminum hydride in 200 ml. of tetrahydrofuran. After the usual workup 11.6 g. of oil was obtained which was crystallized from benzene-isooctane yielding 8.6 g. (55%) of product which melted at 133°-137° C. Another recrystallization from benzene raised the melting point to 137°-139° C. The analytical sample melted at ... Starting materials: Cc1c(Br)ccc(O)c1C(=O)Nc1ccccc1, O=C(O)C(F)(F)F. The product is Cc1c(Br)ccc2c1C(=O)N(c1ccccc1)CO2. RXN SMILES: [Br:1][c:2]1[c:3]([CH3:18])[c:4]([C:5](=[O:6])[NH:7][c:8]2[cH:9][cH:10][cH:11][cH:12][cH:13]2)[c:14]([OH:17])[cH:15][cH:16]1.[F:19][C:20]([F:21])([F:22])[C:23]([OH:24])=[O:25]>>[Br:1][c:2]1[c:3]([CH3:18])[c:4]2[c:14]([cH:15][cH:16]1)[O:17][CH2:20][N:7]([c:8]1[cH:9][cH:10][cH:11][cH:12][cH:13]1)[C:5]2=[O:6]. The reactants are OO (hydrogen peroxide), C(C)N(CCC=1C=C(C=CC1)NC1=NC=C2C(=N1)N(C(N(C2C)C2=CC=C(C=C2)OC)=O)C=2C=C(C#N)C=CC2)CC ((±)-3-[7-[3-(2-diethylamino-ethyl)-phenylamino]-3-(4-methoxy-phenyl)-4-methyl-2-oxo-3,4-dihydro-2H-pyrimido[4,5-d]pyrimidin-1-yl]-benzonitrile), [OH-].[Na+] (sodium hydroxide), C(C1=CC=CC=C1)#N (benzonitrile), C(C1=CC=CC=C1)#N (benzonitrile). The solvent is O (water), CS(=O)C (dimethyl sulfoxide). Run at time 3 hour. Product: C(C)N(CCC=1C=C(C=CC1)NC1=NC=C2C(=N1)N(C(N(C2C)C2=CC=C(C=C2)OC)=O)C=2C=C(C(=O)N)C=CC2)CC ((±)-3-[7-[3-(2-diethylamino-ethyl)-phenylamino]-3-(4-methoxy-phenyl)-4-methyl-2-oxo-3,4-dihydro-2H-pyrimido[4,5-d]pyrimidin-1-yl]-benzamide). RXN SMILES: [CH2:1]([N:3]([CH2:41][CH3:42])[CH2:4][CH2:5][C:6]1[CH:7]=[C:8]([NH:12][C:13]2[N:18]=[C:17]3[N:19]([C:33]4[CH:34]=[C:35]([CH:38]=[CH:39][CH:40]=4)[C:36]#[N:37])[C:20](=[O:32])[N:21]([C:24]4[CH:29]=[CH:28][C:27]([O:30][CH3:31])=[CH:26][CH:25]=4)[CH:22]([CH3:23])[C:16]3=[CH:15][N:14]=2)[CH:9]=[CH:10][CH:11]=1)[CH3:2].[OH-:43].[Na+].C(#N)C1C=CC=CC=1.OO>CS(C)=O.O>[CH2:41]([N:3]([CH2:1][CH3:2])[CH2:4][CH2:5][C:6]1[CH:7]=[C:8]([NH:12][C:13]2[N:18]=[C:17]3[N:19]([C:33]4[CH:34]=[C:35]([CH:38]=[CH:39][CH:40]=4)[C:36]([NH2:37])=[O:43])[C:20](=[O:32])[N:21]([C:24]4[CH:29]=[CH:28][C:27]([O:30][CH3:31])=[CH:26][CH:25]=4)[CH:22]([CH3:23])[C:16]3=[CH:15][N:14]=2)[CH:9]=[CH:10][CH:11]=1)[CH3:42] |f:1.2|. Procedure: (±)-3-[7-[3-(2-Diethylamino-ethyl)-phenylamino]-3-(4-methoxy-phenyl)-4-methyl-2-oxo-3,4-dihydro-2H-pyrimido[4,5-d]pyrimidin-1-yl]-benzonitrile (0.35 g; 0.60 mmol) (from Example 5b supra) was dissolved in dimethyl sulfoxide (3.5 mL) and the resulting solution was cooled in an ice-water bath. Aqueous sodium hydroxide (1 M; 1.15 mL; 1.15 mmol) was added, resulting in the precipitation of the benzonitrile. Aqueous hydrogen peroxide (30%; 195 μL; 1.91 mmol) was then added. The benzonitrile slowly wen... The reactants are Cl.CC1=CC=C(C=C1)CC(=N)N (2-(4-Methylphenyl)ethanamidine hydrochloride), O.NN (hydrazine hydrate), C(C)(=O)NC(C(C(=O)OCC)=O)C (Ethyl 3-(acetylamino)-2-oxobutanoate). The solvent is C(C)O (ethanol). Run at time 45 minute. Yields the product CC1=CC=C(CC2=NN=C(C(N2)=O)C(C)NC(C)=O)C=C1 (N-{1-[3-(4-Methylbenzyl)-5-oxo-4,5-dihydro-1,2,4-triazin-6-yl]ethyl}acetamide). Reaction SMILES: Cl.[CH3:2][C:3]1[CH:8]=[CH:7][C:6]([CH2:9][C:10]([NH2:12])=[NH:11])=[CH:5][CH:4]=1.O.[NH2:14]N.[C:16]([NH:19][CH:20]([CH3:28])[C:21](=O)[C:22](OCC)=[O:23])(=[O:18])[CH3:17]>C(O)C>[CH3:2][C:3]1[CH:4]=[CH:5][C:6]([CH2:9][C:10]2[NH:12][C:22](=[O:23])[C:21]([CH:20]([NH:19][C:16](=[O:18])[CH3:17])[CH3:28])=[N:14][N:11]=2)=[CH:7][CH:8]=1 |f:0.1,2.3|. Procedure details: 10 g (54.2 mmol) of 2-(4-methylphenyl)ethanamidine hydrochloride (Example 3A) are taken up in 100 ml of ethanol and treated with 3.25 g (65.0 mmol) of hydrazine hydrate. The mixture is stirred for 45 min, then the compound of Example 6A is added. It is then stirred for 4 h at 80° C. (bath) and overnight at room temperature. The substance is purified by flash chromatography, preliminary fractions first being separated off using ethyl acetate. The product is eluted with dichloromethane/methanol 30... Starting materials: Brc1cncc(C2CCCN2)c1, C=O, O=CO. The product is CN1CCCC1c1cncc(Br)c1. Reaction SMILES: [Br:1][c:2]1[cH:3][c:4]([CH:8]2[NH:9][CH2:10][CH2:11][CH2:12]2)[cH:5][n:6][cH:7]1.[CH2:16]=[O:17].[CH:13]([OH:14])=[O:15]>>[Br:1][c:2]1[cH:3][c:4]([CH:8]2[N:9]([CH3:13])[CH2:10][CH2:11][CH2:12]2)[cH:5][n:6][cH:7]1. Starting materials: CC(C)(C)CCn1c(=O)c(C2=NS(=O)(=O)c3cc(I)ccc3N2)c(O)c2cccn21, CNCC(=O)O, CNS(C)(=O)=O, CCOC(C)=O, CN(C)C=O, [Cu], [Cu]I, [K+], [K+], [K+], [K+], [K+], O=P([O-])([O-])OP(=O)([O-])OP(=O)([O-])[O-]. Yields the product CN(c1ccc2c(c1)S(=O)(=O)N=C(c1c(O)c3cccn3n(CCC(C)(C)C)c1=O)N2)S(C)(=O)=O. RXN SMILES: [CH3:1][C:2]([CH2:3][CH2:4][n:5]1[n:6]2[c:7]([c:8]([OH:25])[c:9]([C:12]3=[N:13][S:14](=[O:23])(=[O:24])[c:15]4[c:16]([cH:18][cH:19][c:20]([I:22])[cH:21]4)[NH:17]3)[c:10]1=[O:11])[cH:26][cH:27][cH:28]2)([CH3:29])[CH3:30].[CH3:49][NH:50][CH2:51][C:52](=[O:53])[OH:54].[CH3:55][NH:56][S:57](=[O:58])(=[O:59])[CH3:60].[CH3:61][CH2:62][O:63][C:64](=[O:65])[CH3:66].[CH3:70][N:71]([CH3:72])[CH:73]=[O:74].[Cu:67].[Cu:68][I:69].[K+:44].[K+:45].[K+:46].[K+:47].[K+:48].[O-:31][P:32]([O:33][P:34]([O:35][P:36]([O-:37])([O-:38])=[O:39])([O-:40])=[O:41])(=[O:42])[O-:43]>>[CH3:1][C:2]([CH2:3][CH2:4][n:5]1[n:6]2[c:7]([c:8]([OH:25])[c:9]([C:12]3=[N:13][S:14](=[O:23])(=[O:24])[c:15]4[c:16]([cH:18][cH:19][c:20]([N:56]([CH3:55])[S:57](=[O:58])(=[O:59])[CH3:60])[cH:21]4)[NH:17]3)[c:10]1=[O:11])[cH:26][cH:27][cH:28]2)([CH3:29])[CH3:30].